Task: describe an organic reaction: reactants, conditions, products, and yield. Dataset: the Open Reaction Database (ORD), a public repository of structured organic reaction records The reactants are COc1ccc(COCC2CC(S(=O)(=O)c3ccc(F)cc3Cl)CC2C(=O)NC2(C#N)CC2)cc1, ClCCl, O. The product is N#CC1(NC(=O)C2CC(S(=O)(=O)c3ccc(F)cc3Cl)CC2CO)CC1. As a reaction SMILES: [C:1](#[N:2])[C:3]1([NH:6][C:7](=[O:8])[CH:9]2[CH:10]([CH2:25][O:26][CH2:27][c:28]3[cH:29][cH:30][c:31]([O:32][CH3:33])[cH:34][cH:35]3)[CH2:11][CH:12]([S:14](=[O:15])(=[O:16])[c:17]3[c:18]([Cl:24])[cH:19][c:20]([F:23])[cH:21][cH:22]3)[CH2:13]2)[CH2:4][CH2:5]1.[Cl:37][CH2:38][Cl:39].[OH2:36]>>[C:1](#[N:2])[C:3]1([NH:6][C:7](=[O:8])[CH:9]2[CH:10]([CH2:25][OH:26])[CH2:11][CH:12]([S:14](=[O:15])(=[O:16])[c:17]3[c:18]([Cl:24])[cH:19][c:20]([F:23])[cH:21][cH:22]3)[CH2:13]2)[CH2:4][CH2:5]1. As a reaction SMILES: [BrH:14].[CH3:15][C:16](=[O:17])[OH:18].[F:1][c:2]1[c:3]([O:12][CH3:13])[cH:4][cH:5][c:6]([N+:9](=[O:10])[O-:11])[c:7]1[F:8]>>[F:1][c:2]1[c:3]([OH:12])[cH:4][cH:5][c:6]([N+:9](=[O:10])[O-:11])[c:7]1[F:8]. The product is O=[N+]([O-])c1ccc(O)c(F)c1F. Starting materials: Br, CC(=O)O, COc1ccc([N+](=O)[O-])c(F)c1F. Starting materials: ClC1=C(C=C(C=C1C)O)C (4-chloro-3,5-dimethylphenol), ice water, ClC(Cl)OC (dichloromethylmethyl ether). Reagents/catalysts: [Ti](Cl)(Cl)(Cl)Cl (Titanium tetrachloride). Run in ClCCl (dichloromethane), ClCCl (dichloromethane). Conditions: temperature 2 celsius, time 30 minute. Product: ClC=1C(=C(C=O)C(=CC1C)O)C (3-chloro-6-hydroxy-2,4-dimethylbenzaldehyde), solid. Isolated yield 70.0%. Reaction SMILES: [Cl:1][C:2]1[C:7]([CH3:8])=[CH:6][C:5]([OH:9])=[CH:4][C:3]=1[CH3:10].Cl[CH:12]([O:14]C)Cl>ClCCl.[Ti](Cl)(Cl)(Cl)Cl>[Cl:1][C:2]1[C:7]([CH3:8])=[C:6]([C:5]([OH:9])=[CH:4][C:3]=1[CH3:10])[CH:12]=[O:14]. Procedure details: A solution of 4-chloro-3,5-dimethylphenol (16 g, 0.1 mole) in dichloromethane (100 ml) was stirred and cooled to 2° C. in an ice bath. Titanium tetrachloride (35 g, 0.18 mole) was added dropwise over a period of 10 minutes and dichloromethylmethyl ether (11.5 g, 0.1 mole) was added slowly to the dark red solution, the temperature being kept below 10° C. throughout. After the solution had been stirred at 5° C. for 30 minutes the temperature was allowed to rise and to remian at 20° C. for 30 minut...